This data is from the Open Reaction Database (ORD), a public repository of structured organic reaction records. The task is: describe an organic reaction: reactants, conditions, products, and yield Reactants: NC1=NC(=C2N=CN(C2=N1)CC1CCP(OC1)(=O)OCC)Cl (2-amino-6-chloro-9-[(2-ethoxy-2-oxo-1,2-oxaphosphorinan-5-yl)methyl]purine), [OH-].[Na+] (sodium hydroxide), C(C)O (ethanol). Solvent: O (water). Product: N1C(N)=NC=2N(C=NC2C1=O)CC(CCP([O-])(=O)[O-])CO.[Na+].[Na+] (disodium 3-(guanin-9-ylmethyl)-4-hydroxybutanephosphonate). As a reaction SMILES: [NH2:1][C:2]1[N:10]=[C:9]2C([N:6]=[CH:7][N:8]2[CH2:11][CH:12]2[CH2:17][O:16][P:15]([O:19]CC)(=[O:18])[CH2:14][CH2:13]2)=C(Cl)[N:3]=1.[OH-:23].[Na+:24].[CH2:25]([OH:27])[CH3:26]>O>[NH:1]1[C:25](=[O:27])[C:26]2[N:6]=[CH:7][N:8]([CH2:11][CH:12]([CH2:17][OH:16])[CH2:13][CH2:14][P:15]([O-:19])(=[O:23])[O-:18])[C:9]=2[N:10]=[C:2]1[NH2:3].[Na+:24].[Na+:24] |f:1.2,5.6.7|. Reported procedure: A solution of 2-amino-6-chloro-9-[(2-ethoxy-2-oxo-1,2-oxaphosphorinan-5-yl)methyl]purine (VSC 655; 102 mg, 0,295 mmol) in ethanol (2 ml), water (2 ml), and 2M aqueous sodium hydroxide (1.0 ml, 2 mmol) was kept at 80° C. for 3 days, neutralized by addition of weakly acidic Amberlite cation exchange resin, filtered, and evaporated to dryness to give disodium 3-(guanin-9-ylmethyl)-4-hydroxybutanephosphonate. The reactants are Fc1cncc(Br)c1, O=C([O-])[O-], [Cl-], [K+], [K+], [Li+], CN(C)C=O, Oc1cncnc1. Yields the product Brc1cncc(Oc2cncnc2)c1. Reaction SMILES: [Br:1][c:2]1[cH:3][n:4][cH:5][c:6]([F:8])[cH:7]1.[C:16](=[O:17])([O-:18])[O-:19].[Cl-:27].[K+:20].[K+:21].[Li+:28].[O:22]=[CH:23][N:24]([CH3:25])[CH3:26].[OH:9][c:10]1[cH:11][n:12][cH:13][n:14][cH:15]1>>[Br:1][c:2]1[cH:3][n:4][cH:5][c:6]([O:9][c:10]2[cH:11][n:12][cH:13][n:14][cH:15]2)[cH:7]1.